Dataset: the Open Reaction Database (ORD), a public repository of structured organic reaction records. Task: describe an organic reaction: reactants, conditions, products, and yield Reactants: O=C(O)c1ccc(N2CC(F)(F)C2)c(OCC2CC2)n1, O=C(NC(CC1CC1)c1nccs1)c1ccc(C2CCOCC2)c(OCC2CC2)n1. Product: O=C(NC(CC1CC1)c1nccs1)c1ccc(N2CC(F)(F)C2)c(OCC2CC2)n1. Reaction SMILES: [CH:1]1([CH2:4][O:5][c:6]2[c:7]([N:15]3[CH2:16][C:17]([F:19])([F:20])[CH2:18]3)[cH:8][cH:9][c:10]([C:12](=[O:13])[OH:14])[n:11]2)[CH2:2][CH2:3]1.[CH:21]1([CH2:24][CH:25]([c:26]2[s:27][cH:28][cH:29][n:30]2)[NH:31][C:32]([c:33]2[cH:34][cH:35][c:36]([CH:37]3[CH2:38][CH2:39][O:40][CH2:41][CH2:42]3)[c:43]([O:44][CH2:45][CH:46]3[CH2:47][CH2:48]3)[n:49]2)=[O:50])[CH2:22][CH2:23]1>>[CH:1]1([CH2:4][O:5][c:6]2[c:7]([N:15]3[CH2:16][C:17]([F:19])([F:20])[CH2:18]3)[cH:8][cH:9][c:10]([C:12](=[O:14])[NH:31][CH:25]([CH2:24][CH:21]3[CH2:22][CH2:23]3)[c:26]3[s:27][cH:28][cH:29][n:30]3)[n:11]2)[CH2:2][CH2:3]1.